This data is from the Open Reaction Database (ORD), a public repository of structured organic reaction records. The task is: describe an organic reaction: reactants, conditions, products, and yield Starting materials: C1CCOC1 (THF), O (H2O), [Li+].[OH-] (LiOH), COC=1C=CC2=C(SC(=C2OC2=CC=C(C=C2)/C=C/C(=O)OC)C2=CC=C(C=C2)OC)C1 ((E)-methyl 3-(4-((6-methoxy-2-(4-methoxyphenyl)benzo[b]thiophen-3-yl)oxy)phenyl)acrylate). Solvent: CO (MeOH), C(Cl)Cl (DCM), CO (MeOH). Run at time 60 minute. The product is COC=1C=CC2=C(SC(=C2OC2=CC=C(C=C2)/C=C/C(=O)O)C2=CC=C(C=C2)OC)C1 ((E)-3-(4-((6-methoxy-2-(4-methoxyphenyl)benzo[b]thiophen-3-yl)oxy)phenyl)acrylic acid). The yield is 92.0%. As a reaction SMILES: [CH3:1][O:2][C:3]1[CH:4]=[CH:5][C:6]2[C:10]([O:11][C:12]3[CH:17]=[CH:16][C:15](/[CH:18]=[CH:19]/[C:20]([O:22]C)=[O:21])=[CH:14][CH:13]=3)=[C:9]([C:24]3[CH:29]=[CH:28][C:27]([O:30][CH3:31])=[CH:26][CH:25]=3)[S:8][C:7]=2[CH:32]=1.C1COCC1.O.[Li+].[OH-]>C(Cl)Cl.CO>[CH3:1][O:2][C:3]1[CH:4]=[CH:5][C:6]2[C:10]([O:11][C:12]3[CH:17]=[CH:16][C:15](/[CH:18]=[CH:19]/[C:20]([OH:22])=[O:21])=[CH:14][CH:13]=3)=[C:9]([C:24]3[CH:25]=[CH:26][C:27]([O:30][CH3:31])=[CH:28][CH:29]=3)[S:8][C:7]=2[CH:32]=1 |f:3.4|. Procedure details: To a 30 mL vial containing (E)-methyl 3-(4-((6-methoxy-2-(4-methoxyphenyl)benzo[b]thiophen-3-yl)oxy)phenyl)acrylate (110 mg, 0.25 mmol) was added THF (2.00 mL), MeOH (1.00 mL), H2O (1.00 mL) and LiOH (29.5 mg, 1.23 mmol). The resulting mixture was stirred at room temperature for 60 min after which the reaction was concentrated in vacuo, diluted with water, and acidified to pH 2 with 6 M HCl causing a precipitate to form. The mixture was diluted with 20 mL DCM and 2 mL MeOH and the organic layer ... The product is COC(CCn1cc(-c2cccnn2)c(=O)[nH]c1=O)OC. Reactants: COC(CCBr)OC, CS(C)=O, Cl, [K+], [K+], O=C([O-])[O-], O=c1[nH]cc(-c2cccnn2)c(=O)[nH]1. Reaction SMILES: [Br:16][CH2:17][CH2:18][CH:19]([O:20][CH3:21])[O:22][CH3:23].[CH3:30][S:31]([CH3:32])=[O:33].[ClH:1].[K+:24].[K+:25].[O-:26][C:27]([O-:28])=[O:29].[n:2]1[n:3][c:4](-[c:8]2[c:9](=[O:15])[nH:10][c:11](=[O:14])[nH:12][cH:13]2)[cH:5][cH:6][cH:7]1>>[n:2]1[n:3][c:4](-[c:8]2[c:9](=[O:15])[nH:10][c:11](=[O:14])[n:12]([CH2:17][CH2:18][CH:19]([O:20][CH3:21])[O:22][CH3:23])[cH:13]2)[cH:5][cH:6][cH:7]1. Yields the product COC(=O)C1=CC=CC=2N(C3=CC=CC=C3C12)C1=NC=C(C=C1)C#N (9-(5-cyanopyridin-2-yl)-9H-carbazole-4-carboxylic acid methyl ester). Reagents/catalysts: C(C)(=O)[O-].[Pd+2].C(C)(=O)[O-] (palladium acetate). Starting materials: BrC1=NC=C(C=C1)C#N (2-bromo-5-cyanopyridine), C([O-])([O-])=O.[Cs+].[Cs+] (caesium carbonate), CC1(C2=CC=CC(=C2OC=2C(=CC=CC12)P(C1=CC=CC=C1)C1=CC=CC=C1)P(C1=CC=CC=C1)C1=CC=CC=C1)C (9,9-dimethyl-4,5-bis(diphenylphosphino)xanthene), COC(=O)C1=CC=CC=2NC3=CC=CC=C3C12 (9H-carbazole-4-carboxylic acid methyl ester). Procedure: 0.49 g of 2-bromo-5-cyanopyridine, 2.2 g of caesium carbonate, 0.12 g of 9,9-dimethyl-4,5-bis(diphenylphosphino)xanthene and 0.04 g of palladium acetate are successively added to a solution of 0.40 g of 9H-carbazole-4-carboxylic acid methyl ester, obtained according to stage 2 of Example 1, in 30 ml of dioxane under an inert argon atmosphere. The reaction mixture is refluxed for 2 hours, and then cooled, filtered and concentrated under reduced pressure. The residue is purified by silica gel chro... Isolated yield 64.7%. As a reaction SMILES: Br[C:2]1[CH:7]=[CH:6][C:5]([C:8]#[N:9])=[CH:4][N:3]=1.C(=O)([O-])[O-].[Cs+].[Cs+].CC1(C)C2C=CC=C(P(C3C=CC=CC=3)C3C=CC=CC=3)C=2OC2C1=CC=CC=2P(C1C=CC=CC=1)C1C=CC=CC=1.[CH3:58][O:59][C:60]([C:62]1[C:74]2[C:73]3[C:68](=[CH:69][CH:70]=[CH:71][CH:72]=3)[NH:67][C:66]=2[CH:65]=[CH:64][CH:63]=1)=[O:61]>O1CCOCC1.C([O-])(=O)C.[Pd+2].C([O-])(=O)C>[CH3:58][O:59][C:60]([C:62]1[C:74]2[C:73]3[C:68](=[CH:69][CH:70]=[CH:71][CH:72]=3)[N:67]([C:2]3[CH:7]=[CH:6][C:5]([C:8]#[N:9])=[CH:4][N:3]=3)[C:66]=2[CH:65]=[CH:64][CH:63]=1)=[O:61] |f:1.2.3,7.8.9|. Solvent: O1CCOCC1 (dioxane). The reactants are C1(CC1)C1=NC2=CC=CC=C2C(=C1C=O)C1=CC=C(C=C1)F (2-cyclopropyl-4-(4-fluorophenyl)quinoline-3-carbaldehyde), C(C)#N (acetonitrile). The product is C1(CC1)C1=NC2=CC=CC=C2C(=C1C=CC#N)C1=CC=C(C=C1)F (3-[2-Cyclopropyl-4-(4-fluorophenyl)-3-quinolyl]prop-2-enenitrile), C1(CC1)C1=NC2=CC=CC=C2C(=C1C(CC#N)O)C1=CC=C(C=C1)F (3-[2-cyclopropyl-4-(4-fluoro-phenyl)-quinolin-3-yl]-3-hydroxypropionitrile). Reaction SMILES: [CH:1]1([C:4]2[C:13]([CH:14]=[O:15])=[C:12]([C:16]3[CH:21]=[CH:20][C:19]([F:22])=[CH:18][CH:17]=3)[C:11]3[C:6](=[CH:7][CH:8]=[CH:9][CH:10]=3)[N:5]=2)[CH2:3][CH2:2]1.[C:23](#[N:25])[CH3:24]>>[CH:1]1([C:4]2[C:13]([CH:14]=[CH:24][C:23]#[N:25])=[C:12]([C:16]3[CH:21]=[CH:20][C:19]([F:22])=[CH:18][CH:17]=3)[C:11]3[C:6](=[CH:7][CH:8]=[CH:9][CH:10]=3)[N:5]=2)[CH2:3][CH2:2]1.[CH:1]1([C:4]2[C:13]([CH:14]([OH:15])[CH2:24][C:23]#[N:25])=[C:12]([C:16]3[CH:21]=[CH:20][C:19]([F:22])=[CH:18][CH:17]=3)[C:11]3[C:6](=[CH:7][CH:8]=[CH:9][CH:10]=3)[N:5]=2)[CH2:2][CH2:3]1. Reported procedure: 3-[2-Cyclopropyl-4-(4-fluorophenyl)-3-quinolyl]prop-2-enenitrile is prepared by reacting 2-cyclopropyl-4-(4-fluorophenyl)quinoline-3-carbaldehyde with acetonitrile in the presence of a base and then adding a dehydrating to the reaction mixture to conduct dehydration. Under ordinary conditions, novel 3-[2-cyclopropyl-4-(4-fluoro-phenyl)-quinolin-3-yl]-3-hydroxypropionitrile is formed as an intermediate in the above reaction. Incidentally, when the above reaction is conducted in an organic solvent... Starting materials: CS(=O)(=O)C1=CC=NC=C1 (4-(methylsulfonyl)pyridine), [H-].[Na+] (NaH), [H][H] (hydrogen), FC(C1=CC=C(OC2=CC=C(C=C2)CCO)C=C1)(F)F (2-[4-[4-(trifluoromethyl)phenoxy]phenyl]ethanol). Run in CN(C)C=O (DMF). Reaction conditions: time 8 hour. Yields the product FC(C1=CC=C(OC2=CC=C(C=C2)CCOC2=CC=NC=C2)C=C1)(F)F (4-[2-[4-[4-(trifluoromethyl)phenoxy]phenyl]ethoxy]pyridine). RXN SMILES: [H-].[Na+].[F:3][C:4]([F:22])([F:21])[C:5]1[CH:20]=[CH:19][C:8]([O:9][C:10]2[CH:15]=[CH:14][C:13]([CH2:16][CH2:17][OH:18])=[CH:12][CH:11]=2)=[CH:7][CH:6]=1.[H][H].CS([C:29]1[CH:34]=[CH:33][N:32]=[CH:31][CH:30]=1)(=O)=O>CN(C=O)C>[F:3][C:4]([F:21])([F:22])[C:5]1[CH:20]=[CH:19][C:8]([O:9][C:10]2[CH:15]=[CH:14][C:13]([CH2:16][CH2:17][O:18][C:29]3[CH:34]=[CH:33][N:32]=[CH:31][CH:30]=3)=[CH:12][CH:11]=2)=[CH:7][CH:6]=1 |f:0.1|. Procedure details: To a suspension of 0.2 g of 60% NaH (as an oil dispersion, 0.005 m) in 5 mL of DMF was added 1.41 g (0.005 m) of 2-[4-[4-(trifluoromethyl)phenoxy]phenyl]ethanol. The mixture was stirred at room temperature for 30 minutes, until hydrogen evolution ceased. To the mixture was then added 0.79 g (0.005 m) of 4-(methylsulfonyl)pyridine, and the mixture was stirred overnight am room temperature. Excess DMF was then removed in vacuo. The resulting material was diluted with water, and the product was ext... The reactants are C(C)(=O)OCC (ethyl acetate), C([O-])([O-])=O.[K+].[K+] (potassium carbonate), CN=C=O (methyl isocyanate), NC1=NN=C(O1)C(CCC1=CC=CC=C1)NC(OCC1=CC=CC=C1)=O (benzyl [1-(5-amino-[1,3,4]oxadiazol-2-yl)-3-phenylpropyl]-carbamate). Solvent: CS(=O)C (dimethyl sulfoxide). Reaction conditions: temperature 80 celsius, time 16 hour. Product: CNC(NC1=NN=C(O1)C(CCC1=CC=CC=C1)NC(OCC1=CC=CC=C1)=O)=O (Benzyl {1-[5-(3-methylureido)-[1,3,4]oxadiazol-2-yl]-3-phenylpropyl}carbamate). Reaction SMILES: [NH2:1][C:2]1[O:6][C:5]([CH:7]([NH:16][C:17](=[O:26])[O:18][CH2:19][C:20]2[CH:25]=[CH:24][CH:23]=[CH:22][CH:21]=2)[CH2:8][CH2:9][C:10]2[CH:15]=[CH:14][CH:13]=[CH:12][CH:11]=2)=[N:4][N:3]=1.C(=O)([O-])[O-].[K+].[K+].[CH3:33][N:34]=[C:35]=[O:36].C(OCC)(=O)C>CS(C)=O>[CH3:33][NH:34][C:35](=[O:36])[NH:1][C:2]1[O:6][C:5]([CH:7]([NH:16][C:17](=[O:26])[O:18][CH2:19][C:20]2[CH:25]=[CH:24][CH:23]=[CH:22][CH:21]=2)[CH2:8][CH2:9][C:10]2[CH:15]=[CH:14][CH:13]=[CH:12][CH:11]=2)=[N:4][N:3]=1 |f:1.2.3|. Procedure: 350 mg of benzyl [1-(5-amino-[1,3,4]oxadiazol-2-yl)-3-phenylpropyl]-carbamate were dissolved in 5 ml of dry dimethyl sulfoxide, treated with 140 mg of potassium carbonate and 140 mg of methyl isocyanate, and stirred at 80° C. for 16 h. The reaction mixture was cooled, treated with ethyl acetate, washed twice with water and once with saturated sodium chloride solution, dried over magnesium sulfate, filtered, and concentrated in vacuo. Benzyl {1-[5-(3-methylureido)-[1,3,4]oxadiazol-2-yl]-3-phenylp...